This data is from the Open Reaction Database (ORD), a public repository of structured organic reaction records. The task is: describe an organic reaction: reactants, conditions, products, and yield The reactants are CN1CCC(O)(c2ccccc2Cc2ccccc2)CC1, O=C(Cl)C1CCC1. The product is CN1CCC(OC(=O)C2CCC2)(c2ccccc2Cc2ccccc2)CC1, Cl. As a reaction SMILES: [CH3:1][N:2]1[CH2:3][CH2:4][C:5]([OH:8])([c:9]2[c:10]([CH2:15][c:16]3[cH:17][cH:18][cH:19][cH:20][cH:21]3)[cH:11][cH:12][cH:13][cH:14]2)[CH2:6][CH2:7]1.[CH:22]1([C:26](=[O:27])[Cl:28])[CH2:23][CH2:24][CH2:25]1>>[CH3:1][N:2]1[CH2:3][CH2:4][C:5]([O:8][C:26]([CH:22]2[CH2:23][CH2:24][CH2:25]2)=[O:27])([c:9]2[c:10]([CH2:15][c:16]3[cH:17][cH:18][cH:19][cH:20][cH:21]3)[cH:11][cH:12][cH:13][cH:14]2)[CH2:6][CH2:7]1.[ClH:28]. Starting materials: ClC1=NC=CC(=N1)N(C1=CC2=C(N(C(=N2)NC(C)C2=CC=CC=C2)C)C=C1)C (N5-(2-Chloro-pyrimidin-4-yl)-1,N5-dimethyl-N2-(1-phenyl-ethyl)-1H-benzoimidazole-2,5-diamine), CS(=O)(=O)CCC1=CC=C(C=C1)N (4-(2-methanesulfonyl-ethyl)-phenylamine). The product is Cl.CS(=O)(=O)CCC1=CC=C(C=C1)NC1=NC=CC(=N1)N(C1=CC2=C(N(C(=N2)NC(C)C2=CC=CC=C2)C)C=C1)C (N5-{2-[4-(2-Methanesulfonyl-ethyl)-phenylamino]-pyrimidin-4-yl}-1,N5-dimethyl-N2-(1-phenyl-ethyl)-1H-benzoimidazole-2,5-diamine hydrochloride). Reaction SMILES: [Cl:1][C:2]1[N:7]=[C:6]([N:8]([CH3:28])[C:9]2[CH:27]=[CH:26][C:12]3[N:13]([CH3:25])[C:14]([NH:16][CH:17]([C:19]4[CH:24]=[CH:23][CH:22]=[CH:21][CH:20]=4)[CH3:18])=[N:15][C:11]=3[CH:10]=2)[CH:5]=[CH:4][N:3]=1.[CH3:29][S:30]([CH2:33][CH2:34][C:35]1[CH:40]=[CH:39][C:38]([NH2:41])=[CH:37][CH:36]=1)(=[O:32])=[O:31]>>[ClH:1].[CH3:29][S:30]([CH2:33][CH2:34][C:35]1[CH:36]=[CH:37][C:38]([NH:41][C:2]2[N:7]=[C:6]([N:8]([CH3:28])[C:9]3[CH:27]=[CH:26][C:12]4[N:13]([CH3:25])[C:14]([NH:16][CH:17]([C:19]5[CH:24]=[CH:23][CH:22]=[CH:21][CH:20]=5)[CH3:18])=[N:15][C:11]=4[CH:10]=3)[CH:5]=[CH:4][N:3]=2)=[CH:39][CH:40]=1)(=[O:31])=[O:32] |f:2.3|. Reported procedure: The title compound was prepared following the procedure of example two with N5-(2-Chloro-pyrimidin-4-yl)-1,N5-dimethyl-N2-(1-phenyl-ethyl)-1H-benzoimidazole-2,5-diamine (98 mg, 0.25 mmol) and 4-(2-methanesulfonyl-ethyl)-phenylamine (50 mg, 0.25 mmol) as a white solid (81 mg, 55%). 1H NMR (300 MHz, d6-DMSO) δ 10.09 (s, 1H), 8.87 (s, 1H), 7.84 (d, J=6.9 Hz, 1H), 7.48-7.61 (m, 5H), 7.36-7.40 (m, 3H), 7.20-7.31 (m, 4H), 5.82 (d, J=5.7 Hz, 1H), 5.09 (m, 1H), 3.74 (s, 3H), 3.47 (s, 3H), 3.37-3.42 (M, ... The reactants are C(C)(=O)OC1=C(C=C(C(=O)NC=2C=NC3=C(C=C(C=C3C2C2=C(C=CC=C2)Cl)C)C)C=C1C(C)C)C(C)C (3-(4-acetoxy-3,5-diisopropylbenzamido)-4-(2-chlorophenyl)-6,8-dimethylquinoline), [OH-].[Na+] (sodium hydroxide). The solvent is CO (methanol). Reaction conditions: time 3 hour. Product: ClC1=C(C=CC=C1)C1=C(C=NC2=C(C=C(C=C12)C)C)NC(C1=CC(=C(C(=C1)C(C)C)O)C(C)C)=O (4-(2-chlorophenyl)-3-(4-hydroxy-3,5-diisopropyl benzamido)-6,8-dimethylquinoline). Yield: 89.4%. As a reaction SMILES: C([O:4][C:5]1[C:32]([CH:33]([CH3:35])[CH3:34])=[CH:31][C:8]([C:9]([NH:11][C:12]2[CH:13]=[N:14][C:15]3[C:20]([C:21]=2[C:22]2[CH:27]=[CH:26][CH:25]=[CH:24][C:23]=2[Cl:28])=[CH:19][C:18]([CH3:29])=[CH:17][C:16]=3[CH3:30])=[O:10])=[CH:7][C:6]=1[CH:36]([CH3:38])[CH3:37])(=O)C.[OH-].[Na+]>CO>[Cl:28][C:23]1[CH:24]=[CH:25][CH:26]=[CH:27][C:22]=1[C:21]1[C:20]2[C:15](=[C:16]([CH3:30])[CH:17]=[C:18]([CH3:29])[CH:19]=2)[N:14]=[CH:13][C:12]=1[NH:11][C:9](=[O:10])[C:8]1[CH:7]=[C:6]([CH:36]([CH3:38])[CH3:37])[C:5]([OH:4])=[C:32]([CH:33]([CH3:35])[CH3:34])[CH:31]=1 |f:1.2|. Reported procedure: A mixture of 3-(4-acetoxy-3,5-diisopropylbenzamido)-4-(2-chlorophenyl)-6,8-dimethylquinoline (600 mg), methanol (40 ml) and 1N-sodium hydroxide (4 ml) was stirred at room temperature for 3 hours. After concentrating, the mixture was diluted with water and made acidic with 2N-hydrocloric acid. Thereafter, the mixture was extracted with ethyl acetate. The ethyl acetate layer was washed with water and dried (MgSO4). The solvent was removed and the residue was recrystallized from acetone-isopropyl e... The reactants are BrCCCC(C(=O)OCC)(C1=CC(=C(C=C1)OC)OC)C#N (Ethyl 5-bromo-2-cyano-2-(3,4-dimethoxyphenyl)pentanoate), CNCCC1=CC=C(C(=O)OCC)C=C1 (Ethyl 4-(2-(methylamino)ethyl)benzoate). Product: C(#N)C(CCCN(CCC1=CC=C(C(=O)OCC)C=C1)C)(C(=O)OCC)C1=CC(=C(C=C1)OC)OC (Ethyl 4-(2-((4-cyano-4-(3,4-dimethoxyphenyl)-5-ethoxy-5-oxopentyl)(methyl)amino)ethyl)benzoate). RXN SMILES: Br[CH2:2][CH2:3][CH2:4][C:5]([C:21]#[N:22])([C:11]1[CH:16]=[CH:15][C:14]([O:17][CH3:18])=[C:13]([O:19][CH3:20])[CH:12]=1)[C:6]([O:8][CH2:9][CH3:10])=[O:7].[CH3:23][NH:24][CH2:25][CH2:26][C:27]1[CH:37]=[CH:36][C:30]([C:31]([O:33][CH2:34][CH3:35])=[O:32])=[CH:29][CH:28]=1>>[C:21]([C:5]([C:11]1[CH:16]=[CH:15][C:14]([O:17][CH3:18])=[C:13]([O:19][CH3:20])[CH:12]=1)([C:6]([O:8][CH2:9][CH3:10])=[O:7])[CH2:4][CH2:3][CH2:2][N:24]([CH3:23])[CH2:25][CH2:26][C:27]1[CH:37]=[CH:36][C:30]([C:31]([O:33][CH2:34][CH3:35])=[O:32])=[CH:29][CH:28]=1)#[N:22]. Procedure: Reaction of 1c with 2c produced 3q. MS found M+H=497. The oxalate salt of 3q was recrystallized from ethyl acetate; mp 83-84° C. Reactants: 200, C(C)OC(=O)N1CCC(CC1)CCC(=O)O (1-(ethoxycarbonyl)-4-piperidinepropanoic acid), S(=O)(Cl)Cl (thionyl chloride). Solvent: ClC(Cl)Cl (trichloromethane). Run at time 18 hour. The product is 102.6, ClC(CCC1CCN(CC1)C(=O)OCC)=O (ethyl 4-(3-chloro-3-oxopropyl) -1-piperdinecarboxylate). The yield is 47.0%. Reaction SMILES: [CH2:1]([O:3][C:4]([N:6]1[CH2:11][CH2:10][CH:9]([CH2:12][CH2:13][C:14]([OH:16])=O)[CH2:8][CH2:7]1)=[O:5])[CH3:2].S(Cl)([Cl:19])=O>ClC(Cl)Cl>[Cl:19][C:14](=[O:16])[CH2:13][CH2:12][CH:9]1[CH2:10][CH2:11][N:6]([C:4]([O:3][CH2:1][CH3:2])=[O:5])[CH2:7][CH2:8]1. Reported procedure: To a stirred mixture of 200 parts of 1-(ethoxycarbonyl)-4-piperidinepropanoic acid and 750 parts of trichloromethane were added 320 parts of thionyl chloride. The whole was stirred for 18 hours at room temperature. The reaction mixture was evaporated with methylbenzene. The residue was distilled, yielding 102.6 parts (47%) of ethyl 4-(3-chloro-3-oxopropyl) -1-piperdinecarboxylate; bp. 165-170 at 399 Pa (int. 45). The reactants are FC(CCCCCCCCCCCC1=C(C=CC=C1)C=1OCC(N1)(C)C)(F)F (2-[2-(12,12,12-trifluorododecyl)phenyl]-4,4-dimethyloxazoline), methiodide, [BH4-].[Na+] (sodium borohydride). Yields the product FC(CCCCCCCCCCCC1=C(C=O)C=CC=C1)(F)F (2-(12,12,12-Trifluorododecyl)benzaldehyde). Reaction SMILES: [F:1][C:2]([F:28])([F:27])[CH2:3][CH2:4][CH2:5][CH2:6][CH2:7][CH2:8][CH2:9][CH2:10][CH2:11][CH2:12][CH2:13][C:14]1[CH:19]=[CH:18][CH:17]=[CH:16][C:15]=1[C:20]1[O:21]CC(C)(C)N=1.[BH4-].[Na+]>>[F:1][C:2]([F:27])([F:28])[CH2:3][CH2:4][CH2:5][CH2:6][CH2:7][CH2:8][CH2:9][CH2:10][CH2:11][CH2:12][CH2:13][C:14]1[CH:19]=[CH:18][CH:17]=[CH:16][C:15]=1[CH:20]=[O:21] |f:1.2|. Procedure details: Following the procedures of Example 1(a), (b) and (c), 12,12,12-trifluorododecylmagnesium bromide (from 29.19 mmoles of 12,12,12-trifluorododecyl bromide and 25.71 mmoles of magnesium) was reacted with 2-(2-methoxyphenyl)-4,4-dimethyloxazoline (20.17 mmoles) in tetrahydrofuran to give 2-[2-(12,12,12-trifluorododecyl)phenyl]-4,4-dimethyloxazoline. The oxazoline (14.39 mmoles) was converted to the methiodide salt and then reduced with sodium borohydride (13.43 mmoles) to yield the desired product ... The reactants are ClCC1CO1, [Na+], [OH-], O, Cc1occc(=O)c1O. The product is Cc1occc(=O)c1OCC1CO1. As a reaction SMILES: [Cl:12][CH2:13][CH:14]1[CH2:15][O:16]1.[Na+:11].[OH-:10].[OH2:17].[OH:1][c:2]1[c:3]([CH3:9])[o:4][cH:5][cH:6][c:7]1=[O:8]>>[O:1]([c:2]1[c:3]([CH3:9])[o:4][cH:5][cH:6][c:7]1=[O:8])[CH2:13][CH:14]1[CH2:15][O:16]1.